This data is from the Open Reaction Database (ORD), a public repository of structured organic reaction records. The task is: describe an organic reaction: reactants, conditions, products, and yield Reactants: CNC, CN1CCNCC1, ClCC1CN(Cc2ccccc2)CCN1Cc1ccccc1. Yields the product CC1CN(Cc2ccccc2)CCN1Cc1ccccc1. RXN SMILES: [CH3:23][NH:24][CH3:25].[CH3:26][N:27]1[CH2:28][CH2:29][NH:30][CH2:31][CH2:32]1.[Cl:1][CH2:2][CH:3]1[N:4]([CH2:16][c:17]2[cH:18][cH:19][cH:20][cH:21][cH:22]2)[CH2:5][CH2:6][N:7]([CH2:9][c:10]2[cH:11][cH:12][cH:13][cH:14][cH:15]2)[CH2:8]1>>[CH3:2][CH:3]1[N:4]([CH2:16][c:17]2[cH:18][cH:19][cH:20][cH:21][cH:22]2)[CH2:5][CH2:6][N:7]([CH2:9][c:10]2[cH:11][cH:12][cH:13][cH:14][cH:15]2)[CH2:8]1. Reaction SMILES: [CH2:29]([c:30]1[cH:31][cH:32][cH:33][cH:34][cH:35]1)[O:36][c:37]1[c:38]([N:48]([S:49](=[O:50])(=[O:51])[CH3:52])[C:53](=[O:54])[O:55][C:56]([CH3:57])([CH3:58])[CH3:59])[cH:39][c:40]([O:43][CH2:44][CH:45]2[CH2:46][O:47]2)[cH:41][cH:42]1.[CH3:60][CH2:61][OH:62].[F:1][C:2]([S:3](=[O:4])(=[O:5])[O:6][c:7]1[cH:8][cH:9][c:10]([CH:13]2[CH2:14][CH2:15][CH:16]([NH:19][CH2:20][c:21]3[cH:22][cH:23][cH:24][cH:25][cH:26]3)[CH2:17][CH2:18]2)[cH:11][cH:12]1)([F:27])[F:28]>>[F:1][C:2]([S:3](=[O:4])(=[O:5])[O:6][c:7]1[cH:8][cH:9][c:10]([CH:13]2[CH2:14][CH2:15][CH:16]([N:19]([CH2:20][c:21]3[cH:22][cH:23][cH:24][cH:25][cH:26]3)[CH2:46][CH:45]([CH2:44][O:43][c:40]3[cH:39][c:38]([N:48]([S:49](=[O:50])(=[O:51])[CH3:52])[C:53](=[O:54])[O:55][C:56]([CH3:57])([CH3:58])[CH3:59])[c:37]([O:36][CH2:29][c:30]4[cH:31][cH:32][cH:33][cH:34][cH:35]4)[cH:42][cH:41]3)[OH:47])[CH2:17][CH2:18]2)[cH:11][cH:12]1)([F:27])[F:28]. Product: CC(C)(C)OC(=O)N(c1cc(OCC(O)CN(Cc2ccccc2)C2CCC(c3ccc(OS(=O)(=O)C(F)(F)F)cc3)CC2)ccc1OCc1ccccc1)S(C)(=O)=O. Starting materials: CC(C)(C)OC(=O)N(c1cc(OCC2CO2)ccc1OCc1ccccc1)S(C)(=O)=O, CCO, O=S(=O)(Oc1ccc(C2CCC(NCc3ccccc3)CC2)cc1)C(F)(F)F. Isolated yield 64.6%. Run in CN(C)C=O (DMF). Reaction conditions: temperature 80 celsius. The reactants are ClC1=NC=C(C#N)C(=C1)OCCOC1OCCCC1 (6-chloro-4-[2-(tetrahydro-pyran-2-yloxy)-ethoxy]-nicotinonitrile), BrC1=C(C=O)C=C(C=C1)O (2-bromo-5-hydroxy-benzaldehyde), C([O-])([O-])=O.[K+].[K+] (potassium carbonate). Reaction SMILES: Cl[C:2]1[CH:9]=[C:8]([O:10][CH2:11][CH2:12][O:13][CH:14]2[CH2:19][CH2:18][CH2:17][CH2:16][O:15]2)[C:5]([C:6]#[N:7])=[CH:4][N:3]=1.[Br:20][C:21]1[CH:28]=[CH:27][C:26]([OH:29])=[CH:25][C:22]=1[CH:23]=[O:24].C(=O)([O-])[O-].[K+].[K+]>CN(C=O)C>[Br:20][C:21]1[CH:28]=[CH:27][C:26]([O:29][C:2]2[CH:9]=[C:8]([O:10][CH2:11][CH2:12][O:13][CH:14]3[CH2:19][CH2:18][CH2:17][CH2:16][O:15]3)[C:5]([C:6]#[N:7])=[CH:4][N:3]=2)=[CH:25][C:22]=1[CH:23]=[O:24] |f:2.3.4|. Product: BrC1=C(C=C(OC2=NC=C(C#N)C(=C2)OCCOC2OCCCC2)C=C1)C=O (6-(4-Bromo-3-formyl-phenoxy)-4-[2-(tetrahydro-pyran-2-yloxy)-ethoxy]-nicotinonitrile). Procedure details: To a mixture of 6-chloro-4-[2-(tetrahydro-pyran-2-yloxy)-ethoxy]-nicotinonitrile (4.8 g, 16.62 mmol) and 2-bromo-5-hydroxy-benzaldehyde (4.01 g, 19.94 mmol) in DMF (30 mL) was added potassium carbonate (3.44 g, 24.93 mmol). The resulting mixture was heated at 80° C. overnight. DMF was removed under reduced pressure and the residue was diluted with EtOAc (200 mL). The organic layer was washed with water (20 mL) and brine (3×20 mL), dried over Na2SO4, filtered, and concentrated to give white solid... Reactants: C(C)(C)(C)OC(NC1=C(C=C(C=C1)C1=C(C=CC=C1)F)NC(CC(=O)C1=CC(=NC=C1)C#N)=O)=O ({3-[3-(2-cyano-pyridin-4-yl)-3-oxo-propionylamino]-2′-fluoro-biphenyl-4-yl}-carbamic acid tert.-butyl ester), C(=O)(C(F)(F)F)O (TFA). Solvent: C(Cl)Cl (CH2Cl2). The product is FC1=C(C=CC=C1)C1=CC2=C(N=C(CC(N2)=O)C2=CC(=NC=C2)C#N)C=C1 (4-[7-(2-Fluoro-phenyl)-4-oxo-4,5-dihydro-3H-benzo[b][1,4]diazepin-2-yl]-pyridine-2-carbonitrile). As a reaction SMILES: C(OC(=O)[NH:7][C:8]1[CH:13]=[CH:12][C:11]([C:14]2[CH:19]=[CH:18][CH:17]=[CH:16][C:15]=2[F:20])=[CH:10][C:9]=1[NH:21][C:22](=[O:34])[CH2:23][C:24]([C:26]1[CH:31]=[CH:30][N:29]=[C:28]([C:32]#[N:33])[CH:27]=1)=O)(C)(C)C.C(O)(C(F)(F)F)=O>C(Cl)Cl>[F:20][C:15]1[CH:16]=[CH:17][CH:18]=[CH:19][C:14]=1[C:11]1[CH:12]=[CH:13][C:8]2[N:7]=[C:24]([C:26]3[CH:31]=[CH:30][N:29]=[C:28]([C:32]#[N:33])[CH:27]=3)[CH2:23][C:22](=[O:34])[NH:21][C:9]=2[CH:10]=1. Procedure: Prepared from {3-[3-(2-cyano-pyridin-4-yl)-3-oxo-propionylamino]-2′-fluoro-biphenyl-4-yl}-carbamic acid tert.-butyl ester (Example K64) by treatment with TFA in CH2Cl2 according to the general procedure M. Obtained as a green solid (40 mg). Starting materials: COC(N(C)C)OC (dimethylformamide dimethylacetal), 1-(2',60'-dimethylphenyl)-4-methylamino-1,2-dihydro-1,3,5-triazin-2-one hydrochloride, Cl.CC1=C(C(=CC=C1)C)NC(=O)NC(NC)=N (1-(2',6'-dimethylphenyl)-3-methylamidinourea hydrochloride), Cl.CO (HCl MeOH). Run in C(C=C)#N (acrylonitrile), CO (MeOH). Yields the product Cl.CC1=C(C(=CC=C1)C)N1C(N=C(N=C1)NC)=O (1-(2',6'-dimethylphenyl)-4-methylamino-1,2-dihydro-1,3,5-triazin-2-one hydrochloride). Reaction SMILES: [ClH:1].[CH3:2][C:3]1[CH:8]=[CH:7][CH:6]=[C:5]([CH3:9])[C:4]=1[NH:10][C:11]([NH:13][C:14](=[NH:17])[NH:15][CH3:16])=[O:12].[CH3:18]OC(OC)N(C)C.Cl.CO>C(#N)C=C.CO>[ClH:1].[CH3:9][C:5]1[CH:6]=[CH:7][CH:8]=[C:3]([CH3:2])[C:4]=1[N:10]1[CH:16]=[N:15][C:14]([NH:17][CH3:18])=[N:13][C:11]1=[O:12] |f:0.1,3.4,7.8|. Reported procedure: To a suspension of 10.0 g. (39.0 m. mol) of 1-(2',6'-dimethylphenyl)-3-methylamidinourea hydrochloride in acrylonitrile (CH3CN) (50 ml.) is added 9.3 g. (78.0 m mol) of dimethylformamide dimethylacetal (DMF-DMA) and the resulting solution, in a bomb, is heated to 100°-105° C. for one hour. After cooling the reaction mixture is placed in a round bottom flask and concentrated under reduced pressure. The residue is partitioned between H2O and CHCl3 and the layers separated. The aqueous layer is ext... The reactants are C([O-])([O-])=O.[Na+].[Na+] (sodium carbonate), NC1=CSC2=CN=CC=C21 (3-aminothieno[2,3-c]pyridine), Cl.ClC1=CC=NC=C1 (4-chloropyridine hydrochloride), ice water. Run in CN1C(CCC1)=O (1-methyl-2-pyrrolidinone). Yields the product N1=CC=C(C=C1)NC1=CSC2=CN=CC=C21 (3-(4-Pyridinylamino)thieno[2,3-c]pyridine). The yield is 26.4%. As a reaction SMILES: [NH2:1][C:2]1[C:10]2[C:5](=[CH:6][N:7]=[CH:8][CH:9]=2)[S:4][CH:3]=1.Cl.Cl[C:13]1[CH:18]=[CH:17][N:16]=[CH:15][CH:14]=1.C(=O)([O-])[O-].[Na+].[Na+]>CN1CCCC1=O>[N:16]1[CH:17]=[CH:18][C:13]([NH:1][C:2]2[C:10]3[C:5](=[CH:6][N:7]=[CH:8][CH:9]=3)[S:4][CH:3]=2)=[CH:14][CH:15]=1 |f:1.2,3.4.5|. Procedure: A solution of 3-aminothieno[2,3-c]pyridine (10 g) and 4-chloropyridine hydrochloride (10 g) in 200 mL of 1-methyl-2-pyrrolidinone was stirred at 80° C. for four hours, and then was cooled, stirred with ice-water, basified with sodium carbonate and extracted with ethyl acetate. The organic extract was washed with water and saturated sodium chloride, and then was dried (an hydrous magnesium sulfate), filtered and evaporated. Gradient elution through silica with dichloromethane followed by 10% meth... Reactants: CCCCCN(CC(=O)OCC)C(=O)C(CCC(=O)OCc1ccccc1)CS(=O)(=O)c1ccc2ccccc2c1, CCO. The product is CCCCCN(CC(=O)OCC)C(=O)C(CCC(=O)O)CS(=O)(=O)c1ccc2ccccc2c1. As a reaction SMILES: [CH2:1]([CH3:2])[O:3][C:4](=[O:5])[CH2:6][N:7]([C:8](=[O:9])[CH:10]([CH2:11][CH2:12][C:13](=[O:14])[O:15][CH2:16][c:17]1[cH:18][cH:19][cH:20][cH:21][cH:22]1)[CH2:23][S:24](=[O:25])(=[O:26])[c:27]1[cH:28][c:29]2[cH:30][cH:31][cH:32][cH:33][c:34]2[cH:35][cH:36]1)[CH2:37][CH2:38][CH2:39][CH2:40][CH3:41].[CH3:42][CH2:43][OH:44]>>[CH2:1]([CH3:2])[O:3][C:4](=[O:5])[CH2:6][N:7]([C:8](=[O:9])[CH:10]([CH2:11][CH2:12][C:13](=[O:14])[OH:15])[CH2:23][S:24](=[O:25])(=[O:26])[c:27]1[cH:28][c:29]2[cH:30][cH:31][cH:32][cH:33][c:34]2[cH:35][cH:36]1)[CH2:37][CH2:38][CH2:39][CH2:40][CH3:41].